From a dataset of the Open Reaction Database (ORD), a public repository of structured organic reaction records. describe an organic reaction: reactants, conditions, products, and yield Reactants: 4-chloro-N-(2,5-dichlorophenyl)-N-[4-[[4-(methylsulfonyl)methyl]-1-piperidinyl]-1(R)-methylbutyl]benzenesulfonamide, ClC1=CC=C(C=C1)S(=O)(=O)N([C@@H](CCCBr)C)C1=C(C=CC(=C1)Cl)F (4-chloro-N-(5-chloro-2-fluorophenyl)-N-[4-bromo-1(R)-methylbutyl]benzenesulfonamide), N1CCOCC1 (morpholine). Product: ClC1=CC=C(C=C1)S(=O)(=O)N([C@@H](CCCN1CCOCC1)C)C1=C(C=CC(=C1)Cl)F (4-chloro-N-(5-chloro-2-fluorophenyl)-N-[4-(morpholinyl)-1(R)-methylbutyl]benzenesulfonamide). Isolated yield 87.0%. RXN SMILES: [Cl:1][C:2]1[CH:7]=[CH:6][C:5]([S:8]([N:11]([C:18]2[CH:23]=[C:22]([Cl:24])[CH:21]=[CH:20][C:19]=2[F:25])[C@H:12]([CH3:17])[CH2:13][CH2:14][CH2:15]Br)(=[O:10])=[O:9])=[CH:4][CH:3]=1.[NH:26]1[CH2:31][CH2:30][O:29][CH2:28][CH2:27]1>>[Cl:1][C:2]1[CH:7]=[CH:6][C:5]([S:8]([N:11]([C:18]2[CH:23]=[C:22]([Cl:24])[CH:21]=[CH:20][C:19]=2[F:25])[C@H:12]([CH3:17])[CH2:13][CH2:14][CH2:15][N:26]2[CH2:31][CH2:30][O:29][CH2:28][CH2:27]2)(=[O:10])=[O:9])=[CH:4][CH:3]=1. Procedure: 4-chloro-N-(5-chloro-2-fluorophenyl)-N-[4-(morpholinyl)-1(R)-methylbutyl]benzenesulfonamide was prepared analogous to 4-chloro-N-(2,5-dichlorophenyl)-N-[4-[[4-(methylsulfonyl)methyl]-1-piperidinyl]-1(R)-methylbutyl]benzenesulfonamide by reacting 4-chloro-N-(5-chloro-2-fluorophenyl)-N-[4-bromo-1(R)-methylbutyl]benzenesulfonamide with morpholine. Yield=87%; MS (ESI+), 475 (M+H)+.